From a dataset of the Open Reaction Database (ORD), a public repository of structured organic reaction records. describe an organic reaction: reactants, conditions, products, and yield Reactants: Cc1c(Br)cccc1NC(=O)c1ccccc1CCl, [H-], [Na+], CN(C)C=O, O. Yields the product Cc1c(Br)cccc1N1Cc2ccccc2C1=O. Reaction SMILES: [Br:1][c:2]1[c:3]([CH3:19])[c:4]([NH:8][C:9]([c:10]2[c:11]([CH2:16][Cl:17])[cH:12][cH:13][cH:14][cH:15]2)=[O:18])[cH:5][cH:6][cH:7]1.[H-:20].[Na+:21].[O:23]=[CH:24][N:25]([CH3:26])[CH3:27].[OH2:22]>>[Br:1][c:2]1[c:3]([CH3:19])[c:4]([N:8]2[C:9](=[O:18])[c:10]3[c:11]([cH:12][cH:13][cH:14][cH:15]3)[CH2:16]2)[cH:5][cH:6][cH:7]1. Starting materials: C1(=CC=CC=C1)COC([C@H](NC(CCCCCC)=O)[C@H](O)C)=O (N-(1-oxoheptyl]-D-allo-Threonine Phenylmethyl Ester), C(=O)(Cl)Cl (phosgene), TEA, C1(=CC=CC=C1)COC([C@H](NC([C@H](N)CCCC(NC(=O)OCC1=CC=CC=C1)C(=O)OCC1=CC=CC=C1)=O)C)=O (N-[N6 -[(phenylmethoxy)carbonyl]-(R)-6-[(phenylmethoxy)carbonyl]-L-lysyl]-D-Alanine Phenylmethyl Ester), TEA. Run in CCOC(=O)C.O (EtOAc H2O), C1CCOC1 (THF), CC#N (CH3CN). Reaction conditions: time 5 hour. The product is C1(=CC=CC=C1)COC([C@H](NC([C@H](NC(=O)OC(C(C(OCC1=CC=CC=C1)=O)NC(CCCCCC)=O)C)CCCC(NC(=O)OCC1=CC=CC=C1)C(=O)OCC1=CC=CC=C1)=O)C)=O (N-[N2 -[[3-oxo-2-[(1-oxoheptyl)amino]-1-methyl-3-(phenylmethoxy)-propoxy]carbonyl]-N6 -[(phenylmethoxy)carbonyl]-(R)-6-[(phenylmethoxy)carbonyl]-L-lysyl]-D-Alanine Phenylmethyl Ester). RXN SMILES: [C:1]1([CH2:7][O:8][C:9](=[O:23])[C@@H:10]([C@@H:20]([CH3:22])[OH:21])[NH:11][C:12](=[O:19])[CH2:13][CH2:14][CH2:15][CH2:16][CH2:17][CH3:18])[CH:6]=[CH:5][CH:4]=[CH:3][CH:2]=1.[C:24](Cl)(Cl)=[O:25].[C:28]1([CH2:34][O:35][C:36](=[O:69])[C@@H:37]([CH3:68])[NH:38][C:39](=[O:67])[C@@H:40]([CH2:42][CH2:43][CH2:44][CH:45]([C:57]([O:59][CH2:60][C:61]2[CH:66]=[CH:65][CH:64]=[CH:63][CH:62]=2)=[O:58])[NH:46][C:47]([O:49][CH2:50][C:51]2[CH:56]=[CH:55][CH:54]=[CH:53][CH:52]=2)=[O:48])[NH2:41])[CH:33]=[CH:32][CH:31]=[CH:30][CH:29]=1>C1COCC1.CC#N.CCOC(C)=O.O>[C:28]1([CH2:34][O:35][C:36](=[O:69])[C@@H:37]([CH3:68])[NH:38][C:39](=[O:67])[C@@H:40]([CH2:42][CH2:43][CH2:44][CH:45]([C:57]([O:59][CH2:60][C:61]2[CH:66]=[CH:65][CH:64]=[CH:63][CH:62]=2)=[O:58])[NH:46][C:47]([O:49][CH2:50][C:51]2[CH:56]=[CH:55][CH:54]=[CH:53][CH:52]=2)=[O:48])[NH:41][C:24]([O:21][CH:20]([CH3:22])[CH:10]([NH:11][C:12](=[O:19])[CH2:13][CH2:14][CH2:15][CH2:16][CH2:17][CH3:18])[C:9](=[O:23])[O:8][CH2:7][C:1]2[CH:2]=[CH:3][CH:4]=[CH:5][CH:6]=2)=[O:25])[CH:33]=[CH:32][CH:31]=[CH:30][CH:29]=1 |f:5.6|. Procedure: A solution of 2e-1 (173.6 mg, 0.54 mmol) in THF (Sure/Seal solvent redried over 3-- MS, 1.45 mL) is added to excess cold phosgene (1.92M solution in toluene; 1.40 mL, 2.63 mmol), alternately with TEA (81 μl, 0.58 mmol) over a period of 15 min at 0° C. The resulting milky mixture is stirred for an addition 15 min at the same temperature and for 5 h at room temperature. The mixture is degassed with argon for 30 min and stirred under aspirator pressure for 30 min. The residue is treated with a solu... Reactants: ClC1=NC(=NC(=C1C=1N(CCN1)C(C)=O)Cl)N (4,6-dichloro-5-(1-acetyl-2-imidazolin-2-yl)-aminopyrimidine). Solvent: C(C)(=O)O (acetic acid). Yields the product ClC1=NC(=NC(=C1C=1NCCN1)Cl)N (4,6-dichloro-5-(2-imidazolin-2-yl)-aminopyrimidine). As a reaction SMILES: [Cl:1][C:2]1[C:7]([C:8]2[N:9](C(=O)C)[CH2:10][CH2:11][N:12]=2)=[C:6]([Cl:16])[N:5]=[C:4]([NH2:17])[N:3]=1>C(O)(=O)C>[Cl:16][C:6]1[C:7]([C:8]2[NH:9][CH2:10][CH2:11][N:12]=2)=[C:2]([Cl:1])[N:3]=[C:4]([NH2:17])[N:5]=1. Reported procedure: 4.0 g 4,6-dichloro-5-(1-acetyl-2-imidazolin-2-yl)-aminopyrimidine are kept in 80 ml 50% acetic acid for 2 days at 60° C. Then the solution is concentrated, the residue taken up in water and extracted with chloroform, whereby the starting material and the byproducts are separated. Subsequently, the aqueous phase is alkalized, and the reaction product is extracted with chloroform. After concentration, 1.4 g (41%) 4,6-dichloro-5-(2-imidazolin-2-yl)-aminopyrimidine, melting point 197°-198° C., is ob...